This data is from the Open Reaction Database (ORD), a public repository of structured organic reaction records. The task is: describe an organic reaction: reactants, conditions, products, and yield The reactants are N1C[C@@H](CC1)O ((R)-(+)-3-Pyrrolidinol), C1(=CC=CC=C1)C(Cl)(C1=CC=CC=C1)C1=CC=CC=C1 (triphenylchloromethane), C(O)([O-])=O.[Na+] (sodium hydrogen carbonate). Solvent: C(C)#N (acetonitrile). Product: C1(=CC=CC=C1)C(N1C[C@@H](CC1)O)(C1=CC=CC=C1)C1=CC=CC=C1 ((R)-1-triphenylmethyl-3-pyrrolidinol). Isolated yield 61.7%. RXN SMILES: [NH:1]1[CH2:5][CH2:4][C@@H:3]([OH:6])[CH2:2]1.[C:7]1([C:13]([C:21]2[CH:26]=[CH:25][CH:24]=[CH:23][CH:22]=2)([C:15]2[CH:20]=[CH:19][CH:18]=[CH:17][CH:16]=2)Cl)[CH:12]=[CH:11][CH:10]=[CH:9][CH:8]=1.C(=O)([O-])O.[Na+]>C(#N)C>[C:7]1([C:13]([C:15]2[CH:16]=[CH:17][CH:18]=[CH:19][CH:20]=2)([C:21]2[CH:22]=[CH:23][CH:24]=[CH:25][CH:26]=2)[N:1]2[CH2:5][CH2:4][C@@H:3]([OH:6])[CH2:2]2)[CH:8]=[CH:9][CH:10]=[CH:11][CH:12]=1 |f:2.3|. Procedure: (R)-(+)-3-Pyrrolidinol (1.0 g, 11.5 mmol) (Aldrich) and triphenylchloromethane (1.00 g, 3.59 mmol) (Wako Pure Chemical Industries, Ltd.) were dissolved in acetonitrile (30 mL) (Wako Pure Chemical Industries, Ltd.), and the mixture was refluxed for 3 hours. The mixture was allowed to cool to room temperature, and then a saturated aqueous solution of sodium hydrogen carbonate (Wako Pure Chemical Industries, Ltd.) was added to the reaction solution, followed by extraction with ethyl acetate (Wako P... The reactants are S1C(SC=C1)=C(C(=O)OC(C)C)C(=O)OC(=O)OCC (Isopropyl 2-(1,3-dithiol-2-ylidene)-2-(ethoxycarbonyloxy-carbonyl)acetate), CNC1=CC=CC=C1 (N-methylaniline). Run in C(Cl)Cl (methylene chloride). Conditions: time 24 hour. Yields the product S1C(SC=C1)=C(C(=O)OC(C)C)C(N(C1=CC=CC=C1)C)=O (Isopropyl 2-(1,3-dithiol-2-ylidene)-2-(N-methyl-N-phenylcarbamoyl)acetate). Yield: 78.8%. Reaction SMILES: [S:1]1[CH:5]=[CH:4][S:3][C:2]1=[C:6]([C:13]([O:15]C(OCC)=O)=O)[C:7]([O:9][CH:10]([CH3:12])[CH3:11])=[O:8].[CH3:21][NH:22][C:23]1[CH:28]=[CH:27][CH:26]=[CH:25][CH:24]=1>C(Cl)Cl>[S:3]1[CH:4]=[CH:5][S:1][C:2]1=[C:6]([C:13](=[O:15])[N:22]([CH3:21])[C:23]1[CH:28]=[CH:27][CH:26]=[CH:25][CH:24]=1)[C:7]([O:9][CH:10]([CH3:11])[CH3:12])=[O:8]. Reported procedure: Isopropyl 2-(1,3-dithiol-2-ylidene)-2-(ethoxycarbonyloxy-carbonyl)acetate (15.9 g) and N-methylaniline (6.43 g) were dissolved in methylene chloride (100 ml). The solution was stirred at room temperature for 24 hrs. The resultant mixture was washed with aqueous sodium hydroxide solution, dil-HCl and water. After removal of solvent the residue was purified by column chromatography on silica gel using petroleum ether/ethyl acetate (9:1) as an eluent to give the product (13.2 g, 78.7%) as a yellow ... Reactants: CCc1nc2c(Cl)ccc(OCC(=O)OC)c2c(OC(F)F)c1Cc1ccc(C(=O)C(C)(C)C)cc1, [Li+], C1CCOC1, [OH-]. The product is CCc1nc2c(Cl)ccc(OCC(=O)O)c2c(OC(F)F)c1Cc1ccc(C(=O)C(C)(C)C)cc1. As a reaction SMILES: [CH3:1][O:2][C:3]([CH2:4][O:5][c:6]1[c:7]2[c:8]([O:32][CH:33]([F:34])[F:35])[c:9]([CH2:19][c:20]3[cH:21][cH:22][c:23]([C:26]([C:27]([CH3:28])([CH3:29])[CH3:30])=[O:31])[cH:24][cH:25]3)[c:10]([CH2:17][CH3:18])[n:11][c:12]2[c:13]([Cl:16])[cH:14][cH:15]1)=[O:36].[Li+:37].[O:39]1[CH2:40][CH2:41][CH2:42][CH2:43]1.[OH-:38]>>[O:2]=[C:3]([CH2:4][O:5][c:6]1[c:7]2[c:8]([O:32][CH:33]([F:34])[F:35])[c:9]([CH2:19][c:20]3[cH:21][cH:22][c:23]([C:26]([C:27]([CH3:28])([CH3:29])[CH3:30])=[O:31])[cH:24][cH:25]3)[c:10]([CH2:17][CH3:18])[n:11][c:12]2[c:13]([Cl:16])[cH:14][cH:15]1)[OH:36]. The reactants are ClC1=CC=C(C=C1)CCCN(C1=CC=C(C(=O)OCC)C=C1)CC (4-[[3-(p-chlorophenyl)propyl]ethylamino]benzoic acid, ethyl ester), [OH-].[K+] (potassium hydroxide). Run in C(C)O (ethanol). The product is ClC1=CC=C(C=C1)CCCN(C1=CC=C(C(=O)O)C=C1)CC (4-[[3-(p-Chlorophenyl)propyl]ethylamino]benzoic acid). As a reaction SMILES: [Cl:1][C:2]1[CH:7]=[CH:6][C:5]([CH2:8][CH2:9][CH2:10][N:11]([CH2:23][CH3:24])[C:12]2[CH:22]=[CH:21][C:15]([C:16]([O:18]CC)=[O:17])=[CH:14][CH:13]=2)=[CH:4][CH:3]=1.[OH-].[K+]>C(O)C>[Cl:1][C:2]1[CH:3]=[CH:4][C:5]([CH2:8][CH2:9][CH2:10][N:11]([CH2:23][CH3:24])[C:12]2[CH:13]=[CH:14][C:15]([C:16]([OH:18])=[O:17])=[CH:21][CH:22]=2)=[CH:6][CH:7]=1 |f:1.2|. Reported procedure: A 2.0 g. portion of 4-[[3-(p-chlorophenyl)propyl]ethylamino]benzoic acid, ethyl ester is dissolved in 50 ml. of 95% ethanol. A 4.0 g. portion of potassium hydroxide is added, and the solution is refluxed overnight. The solution is filtered, then diluted with 100 ml. of water, and adjusted to pH 6.5 with 37% hydrochloric acid. This mixture is extracted with two 50 ml. portions of dichloromethane, which are combined, washed with 50 ml. of water, and evaporated to an oil. This oil is chromatographe... Reactants: COC1=NN=C(S1)N1C(N(CCC1O)CC)=O (Tetrahydro-1-(5-methoxy-1,3,4-thiadiazol-2-yl)-3-ethyl-6-hydroxy-2(1H)-pyrimidinone), C1(CC1)N=C=O (cyclopropyl isocyanate). Reagents/catalysts: C(C)N(CC)CC (triethylamine). Reaction conditions: time 1 hour. Yields the product COC1=NN=C(S1)N1C(N(CCC1OC(NC1CC1)=O)CC)=O (tetrahydro-1-(5-methoxy-1,3,4-thiadiazol-2-yl)-3-ethyl-6-(N-cyclopropylcarbamoyloxy)-2(1H)-pyrimidinone). RXN SMILES: [CH3:1][O:2][C:3]1[S:7][C:6]([N:8]2[CH:13]([OH:14])[CH2:12][CH2:11][N:10]([CH2:15][CH3:16])[C:9]2=[O:17])=[N:5][N:4]=1.[CH:18]1([N:21]=[C:22]=[O:23])[CH2:20][CH2:19]1>C(N(CC)CC)C>[CH3:1][O:2][C:3]1[S:7][C:6]([N:8]2[CH:13]([O:14][C:22](=[O:23])[NH:21][CH:18]3[CH2:20][CH2:19]3)[CH2:12][CH2:11][N:10]([CH2:15][CH3:16])[C:9]2=[O:17])=[N:5][N:4]=1. Reported procedure: Tetrahydro-1-(5-methoxy-1,3,4-thiadiazol-2-yl)-3-ethyl-6-hydroxy-2(1H)-pyrimidinone (0.05 mole) and cyclopropyl isocyanate (3.5 ml; 0.07 mole) are charged into a glass reaction vessel equipped with a mechanical stirrer. The mixture is stirred and triethylamine (1 drop) is added thereto. After the addition is completed the reaction mixture is allowed to stand for a period of about 1 hour. The mixture is then washed with hexane and is dried to yield the desired product tetrahydro-1-(5-methoxy-1,3,... Reactants: CC(C)(C)NC[C@@H](COC=1C(=NSN1)N2CCOCC2)O.C(=C\C(=O)O)\C(=O)O (Timolol maleate), CCCCCCCCCCCCC[N+](C)(C)CC=1C=CC=CC1.[Cl-] (benzalkonium chloride). Run in polysorbate 80, O.[Na+].[Cl-] (normal saline). Yields the product CC(C)NCC(COC=1C=CC(=CC1)CCOCC2CC2)O.Cl (Betaxolol hydrochloride), Cl (hydrochloride). As a reaction SMILES: C[C:2]([NH:5][CH2:6][C@H:7]([OH:21])[CH2:8][O:9][C:10]1[C:11](N2CCOCC2)=NSN=1)([CH3:4])[CH3:3].[CH:22](/[C:27]([OH:29])=O)=[CH:23]/[C:24](O)=O.CCCCCCCCCCCCC[N+]([CH2:46][C:47]1[CH:48]=[CH:49]C=[CH:51][CH:52]=1)(C)C.[Cl-:53]>O.[Na+].[Cl-]>[CH3:4][CH:2]([NH:5][CH2:6][CH:7]([OH:21])[CH2:8][O:9][C:10]1[CH:11]=[CH:46][C:47]([CH2:48][CH2:49][O:29][CH2:27][CH:22]2[CH2:23][CH2:24]2)=[CH:52][CH:51]=1)[CH3:3].[ClH:53].[ClH:53] |f:0.1,2.3,4.5.6,7.8|. Procedure: Timolol maleate powder was from Merck, Sharp and Dohme (West Point, Pa.) and was dissolved in 0.5% polysorbate 80 in normal saline with 0.01% benzalkonium chloride (40 mg/ml, and 20 mg/ml, respectively). Betaxolol hydrochloride (Betoptic; Alcon, Fort Worth, Tex.) at a concentration of 0.5% (5 mg/ml) and levobunalol hydrochloride (Betagan; Allergan, Irvine, Calif.) at a concentration of 0.5% (5 mg/ml), were obtained from the pharmacy.